Dataset: the Open Reaction Database (ORD), a public repository of structured organic reaction records. Task: describe an organic reaction: reactants, conditions, products, and yield Reactants: COC(C1=CC(=C(C(=C1)C)OCOC)OC)=O (3-methoxy-4-methoxymethoxy-5-methylbenzoic acid methyl ester), Cl (hydrochloric acid). Reaction SMILES: [CH3:1][O:2][C:3](=[O:17])[C:4]1[CH:9]=[C:8]([CH3:10])[C:7]([O:11]COC)=[C:6]([O:15][CH3:16])[CH:5]=1.Cl>C1COCC1.C(OCC)(=O)C>[CH3:1][O:2][C:3](=[O:17])[C:4]1[CH:9]=[C:8]([CH3:10])[C:7]([OH:11])=[C:6]([O:15][CH3:16])[CH:5]=1. Run at time 1 hour. Run in C(C)(=O)OCC (ethyl acetate), C1CCOC1 (THF). Procedure details: To a solution of 3-methoxy-4-methoxymethoxy-5-methylbenzoic acid methyl ester (650 mg) in THF (5 mL) was added 6N-hydrochloric acid (5 mL), and the mixture was stirred at room temperature for 1 hour. The reaction solution was diluted with ethyl acetate, washed with water and saturated brine, dried over anhydrous sodium sulfate, and concentrated in vacuo. The residue was purified by column chromatography on silica gel (hexane:ethyl acetate=4:1, v/v) to give the title compound (365 mg). Product: COC(C1=CC(=C(C(=C1)C)O)OC)=O (4-Hydroxy-3-methoxy-5-methylbenzoic acid methyl ester). Isolated yield 68.8%. Reactants: FC1=CC=C(CBr)C=C1 (4-fluorobenzyl bromide), BrC1=CC=C(C=C1)S(=O)(=O)N[C@@H](CCCNS(=O)(=O)C1=CC=C(C=C1)Br)C(=O)O (Nα,Nδ-di-(4-bromobenzenesulfonyl)-L-ornithine), [H-].[Na+] (NaH), Cl (HCl), ( ~3 ), [H][H] (hydrogen). Solvent: CN(C)C=O (DMF), CN(C)C=O (DMF). Run at time 1 hour. Product: BrC1=CC=C(C=C1)S(=O)(=O)N[C@@H](CCCN(CC1=CC=C(C=C1)F)S(=O)(=O)C1=CC=C(C=C1)Br)C(=O)O (Nα,Nδ-di-(4-Bromobenzenesulfonyl)-Nδ-(4-fluorobenzyl)-L-ornithine). Yield: 83.7%. As a reaction SMILES: [Br:1][C:2]1[CH:7]=[CH:6][C:5]([S:8]([NH:11][C@H:12]([C:27]([OH:29])=[O:28])[CH2:13][CH2:14][CH2:15][NH:16][S:17]([C:20]2[CH:25]=[CH:24][C:23]([Br:26])=[CH:22][CH:21]=2)(=[O:19])=[O:18])(=[O:10])=[O:9])=[CH:4][CH:3]=1.[H-].[Na+].[H][H].[F:34][C:35]1[CH:42]=[CH:41][C:38]([CH2:39]Br)=[CH:37][CH:36]=1.Cl>CN(C=O)C>[Br:1][C:2]1[CH:7]=[CH:6][C:5]([S:8]([NH:11][C@H:12]([C:27]([OH:29])=[O:28])[CH2:13][CH2:14][CH2:15][N:16]([S:17]([C:20]2[CH:21]=[CH:22][C:23]([Br:26])=[CH:24][CH:25]=2)(=[O:19])=[O:18])[CH2:39][C:38]2[CH:41]=[CH:42][C:35]([F:34])=[CH:36][CH:37]=2)(=[O:10])=[O:9])=[CH:4][CH:3]=1 |f:1.2|. Reported procedure: To a stirred solution of Nα,Nδ-di-(4-bromobenzenesulfonyl)-L-ornithine (145 mg, 0.25 mmol) in DMF (2.5 mL) was added NaH. The reaction was stirred at room temperature until the hydrogen evolution stoped. 4-fluorobenzyl bromide (57 mg, 0.3 mmol) in solution in DMF (0.5 mL) was added and the mixture was allowed to stirr at room temperature for 1 h. HCl (1N) was added until acidic pH (˜3) and the reaction was extracted with EtOAc. The organic layer was dried (MgSO4) and concentrated. The crude mate... The reactants are [H-].[Na+] (sodium hydride), Cl (hydrochloric acid), OCC(CS(=O)(=O)N)(CC)CC (3-hydroxy-2,2-diethyl-1-propanesulfonamide), ClC=1C(=CC=2N(N1)N=CN2)C (6-chloro-7-methyl[1,2,4]triazolo[1,5-b]pyridazine). The solvent is CN(C=O)C (dimethylformamide), O (water). Conditions: time 1 hour. The product is C(C)C(COC=1C(=CC=2N(N1)N=CN2)C)(CS(N)(=O)=O)CC (6-(2,2-diethyl-3-sulfamoyl-1-propoxy)-7-methyl[1,2,4]triazolo[1,5-b]pyridazine). Isolated yield 30.1%. Reaction SMILES: [H-].[Na+].[OH:3][CH2:4][C:5]([CH2:13][CH3:14])([CH2:11][CH3:12])[CH2:6][S:7]([NH2:10])(=[O:9])=[O:8].Cl[C:16]1[C:17]([CH3:25])=[CH:18][C:19]2[N:20]([N:22]=[CH:23][N:24]=2)[N:21]=1.Cl>CN(C)C=O.O>[CH2:11]([C:5]([CH2:13][CH3:14])([CH2:6][S:7](=[O:8])(=[O:9])[NH2:10])[CH2:4][O:3][C:16]1[C:17]([CH3:25])=[CH:18][C:19]2[N:20]([N:22]=[CH:23][N:24]=2)[N:21]=1)[CH3:12] |f:0.1|. Procedure: In 20 ml of dimethylformamide was suspended 0.672 g of 60% sodium hydride in oil, followed by addition of 1.72 g of 3-hydroxy-2,2-diethyl-1-propanesulfonamide and the mixture was stirred under reduced pressure at room temperature for 1 hour. To this was added 1.35 g of 6-chloro-7-methyl[1,2,4]triazolo[1,5-b]pyridazine and the mixture was stirred under a nitrogen atmosphere at room temperature for 2 hours. Following addition of 70 ml of iced water, the reaction mixture was adjusted to pH 6 with 5... Starting materials: N1CCOCC1 (morpholine), C1(=CC=CC=C1)S(=O)(=O)C=1C(=NN2C1N=C(C=C2N2CCN(CC2)C)Cl)CC (3-benzenesulphonyl-5-chloro-2-ethyl-7-(4-methyl-piperazin-1-yl)-pyrazolo[1,5-a]pyrimidine). The solvent is CN(C)C=O (DMF), CN(C)C=O (DMF). The product is C1(=CC=CC=C1)S(=O)(=O)C=1C(=NN2C1N=C(C=C2N2CCN(CC2)C)N2CCOCC2)CC (3-benzenesulphonyl-2-ethyl-7-(4-methyl-piperazin-1-yl)-5-morpholin-4-yl-pyrazolo[1,5-a]-pyrimidine). The yield is 79.7%. Reaction SMILES: [NH:1]1[CH2:6][CH2:5][O:4][CH2:3][CH2:2]1.[C:7]1([S:13]([C:16]2[C:17]([CH2:33][CH3:34])=[N:18][N:19]3[C:24]([N:25]4[CH2:30][CH2:29][N:28]([CH3:31])[CH2:27][CH2:26]4)=[CH:23][C:22](Cl)=[N:21][C:20]=23)(=[O:15])=[O:14])[CH:12]=[CH:11][CH:10]=[CH:9][CH:8]=1>CN(C=O)C>[C:7]1([S:13]([C:16]2[C:17]([CH2:33][CH3:34])=[N:18][N:19]3[C:24]([N:25]4[CH2:26][CH2:27][N:28]([CH3:31])[CH2:29][CH2:30]4)=[CH:23][C:22]([N:1]4[CH2:6][CH2:5][O:4][CH2:3][CH2:2]4)=[N:21][C:20]=23)(=[O:14])=[O:15])[CH:12]=[CH:11][CH:10]=[CH:9][CH:8]=1. Reported procedure: 0.26 ml (3 mmol) of morpholine in 5 ml of DMF was added to a solution of 0.50 g (1.2 mmol) of 3-benzenesulphonyl-5-chloro-2-ethyl-7-(4-methyl-piperazin-1-yl)-pyrazolo[1,5-a]pyrimidine in 15 ml of DMF and stirred at 100° for hr. After cooling to RT the reaction solution was evaporated and the residue was partitioned between 2N NaOH and CH2Cl2. The aqueous phase was extracted three times with CH2Cl2, and the combined organic phases were dried (MgSO4), filtered and evaporated. Subsequent chromatogr... As a reaction SMILES: [CH2:17]([CH3:18])[N:19]([CH2:20][CH2:21][CH2:22][NH:23][C:24](=[O:25])[c:26]1[c:27]([CH3:34])[nH:28][c:29]([CH:32]=[O:33])[c:30]1[CH3:31])[CH2:35][CH3:36].[c:1]1(-[c:7]2[cH:8][c:9]3[c:13]([cH:14][cH:15]2)[NH:12][C:11](=[O:16])[CH2:10]3)[cH:2][cH:3][cH:4][cH:5][cH:6]1>>[c:1]1(-[c:7]2[cH:8][c:9]3[c:13]([cH:14][cH:15]2)[NH:12][C:11](=[O:16])[C:10]3=[CH:32][c:29]2[nH:28][c:27]([CH3:34])[c:26]([C:24]([NH:23][CH2:22][CH2:21][CH2:20][N:19]([CH2:17][CH3:18])[CH2:35][CH3:36])=[O:25])[c:30]2[CH3:31])[cH:2][cH:3][cH:4][cH:5][cH:6]1. Starting materials: CCN(CC)CCCNC(=O)c1c(C)[nH]c(C=O)c1C, O=C1Cc2cc(-c3ccccc3)ccc2N1. Yields the product CCN(CC)CCCNC(=O)c1c(C)[nH]c(C=C2C(=O)Nc3ccc(-c4ccccc4)cc32)c1C. Starting materials: Cl(=O)[O-].[Na+] (sodium chlorite), P(=O)(O)(O)[O-].[Na+] (sodium dihydrogen phosphate), FC(C1=CC=C(C=C1)C=1C=C(SC1)C=O)(F)F (4-[4-(trifluoromethyl)phenyl]thiophene-2-carbaldehyde), FC(C1=CC=C(C=C1)C=1C=C(SC1)C=O)(F)F (4-[4-(trifluoromethyl)phenyl]thiophene-2-carbaldehyde), CC(C)=CC (2-methyl-2-butene). Run in C(C)(C)(C)O (t-butanol), O (water). Run at time 4 hour. The product is FC(C1=CC=C(C=C1)C=1C=C(SC1)C(=O)O)(F)F (4-[4-(trifluoromethyl)phenyl]thiophene-2-carboxylic acid). As a reaction SMILES: [F:1][C:2]([F:17])([F:16])[C:3]1[CH:8]=[CH:7][C:6]([C:9]2[CH:10]=[C:11]([CH:14]=[O:15])[S:12][CH:13]=2)=[CH:5][CH:4]=1.CC(=CC)C.Cl([O-])=[O:24].[Na+].P([O-])(O)(O)=O.[Na+]>O.C(O)(C)(C)C>[F:17][C:2]([F:16])([F:1])[C:3]1[CH:4]=[CH:5][C:6]([C:9]2[CH:10]=[C:11]([C:14]([OH:24])=[O:15])[S:12][CH:13]=2)=[CH:7][CH:8]=1 |f:2.3,4.5|. Reported procedure: A solution of 4-[4-(trifluoromethyl)phenyl]thiophene-2-carbaldehyde (intermediate 37, 1.23 g), t-butanol (20 ml) and 2-methyl-2-butene (10 ml) was cooled to 0° C. To this was added drop-wise, a solution of sodium chlorite (3.8 g) and sodium dihydrogen phosphate (4.03 g) in water (15 ml). After the addition was complete, the mixture was allowed to warm to room temperature and was stirred for 4 hours. The solution was then concentrated and partitioned between water and ethyl acetate. The aqueous l... Reactants: CC(=O)O[BH-](OC(C)=O)OC(C)=O, O=C(OCc1ccccc1)C1CCCN1, O=Cc1cnc(NC(=O)N(C2CCCCC2)C2CCCCC2)s1, Cl, [Na+]. Yields the product O=C(OCc1ccccc1)C1CCCN1Cc1cnc(NC(=O)N(C2CCCCC2)C2CCCCC2)s1. As a reaction SMILES: [C:40]([O:41][BH-:42]([O:43][C:44](=[O:45])[CH3:46])[O:47][C:48](=[O:49])[CH3:50])(=[O:51])[CH3:52].[CH2:25]([c:26]1[cH:27][cH:28][cH:29][cH:30][cH:31]1)[O:32][C:33](=[O:34])[CH:35]1[NH:36][CH2:37][CH2:38][CH2:39]1.[CH:1]1([N:7]([C:8](=[O:9])[NH:10][c:11]2[s:12][c:13]([CH:16]=[O:17])[cH:14][n:15]2)[CH:18]2[CH2:19][CH2:20][CH2:21][CH2:22][CH2:23]2)[CH2:2][CH2:3][CH2:4][CH2:5][CH2:6]1.[ClH:24].[Na+:53]>>[CH:1]1([N:7]([C:8](=[O:9])[NH:10][c:11]2[s:12][c:13]([CH2:16][N:36]3[CH:35]([C:33]([O:32][CH2:25][c:26]4[cH:27][cH:28][cH:29][cH:30][cH:31]4)=[O:34])[CH2:39][CH2:38][CH2:37]3)[cH:14][n:15]2)[CH:18]2[CH2:19][CH2:20][CH2:21][CH2:22][CH2:23]2)[CH2:2][CH2:3][CH2:4][CH2:5][CH2:6]1.